This data is from the Open Reaction Database (ORD), a public repository of structured organic reaction records. The task is: describe an organic reaction: reactants, conditions, products, and yield Starting materials: C1CCCCC1, CSC(=NC(=O)Cc1ccccc1)N(C)N=Cc1ccccc1, NCCCOc1cccc(CN2CCCCC2)c1. Yields the product CN(N=Cc1ccccc1)C(=NC(=O)Cc1ccccc1)NCCCOc1cccc(CN2CCCCC2)c1. Reaction SMILES: [CH2:42]1[CH2:43][CH2:44][CH2:45][CH2:46][CH2:47]1.[CH3:19][N:20]([N:21]=[CH:22][c:23]1[cH:24][cH:25][cH:26][cH:27][cH:28]1)[C:29](=[N:30][C:31]([CH2:32][c:33]1[cH:34][cH:35][cH:36][cH:37][cH:38]1)=[O:39])[S:40][CH3:41].[N:1]1([CH2:7][c:8]2[cH:9][c:10]([O:11][CH2:12][CH2:13][CH2:14][NH2:15])[cH:16][cH:17][cH:18]2)[CH2:2][CH2:3][CH2:4][CH2:5][CH2:6]1>>[N:1]1([CH2:7][c:8]2[cH:9][c:10]([O:11][CH2:12][CH2:13][CH2:14][NH:15][C:29]([N:20]([CH3:19])[N:21]=[CH:22][c:23]3[cH:24][cH:25][cH:26][cH:27][cH:28]3)=[N:30][C:31]([CH2:32][c:33]3[cH:34][cH:35][cH:36][cH:37][cH:38]3)=[O:39])[cH:16][cH:17][cH:18]2)[CH2:2][CH2:3][CH2:4][CH2:5][CH2:6]1.